Dataset: the Open Reaction Database (ORD), a public repository of structured organic reaction records. Task: describe an organic reaction: reactants, conditions, products, and yield The reactants are ClCC=1N=C(N(C1)C1=CC=C(C=C1)S(=O)(=O)C)C1=CC=C(C=C1)Cl (4-chloromethyl-2-(4-chlorophenyl)-1-[4-(methylsulfonyl)phenyl]-1H-imidazole), [C-]#N.[K+] (potassium cyanide), [C-]#N.[K+] (potassium cyanide). Run in CN(C=O)C (dimethylformamide). Conditions: temperature 85 celsius, time 24 hour. Yields the product ClC1=CC=C(C=C1)C=1N(C=C(N1)CC#N)C1=CC=C(C=C1)S(=O)(=O)C (2-(4-Chlorophenyl)-1-[4-(methylsulfonyl)phenyl]-1H-imidazole-4-acetonitrile). RXN SMILES: Cl[CH2:2][C:3]1[N:4]=[C:5]([C:18]2[CH:23]=[CH:22][C:21]([Cl:24])=[CH:20][CH:19]=2)[N:6]([C:8]2[CH:13]=[CH:12][C:11]([S:14]([CH3:17])(=[O:16])=[O:15])=[CH:10][CH:9]=2)[CH:7]=1.[C-:25]#[N:26].[K+]>CN(C)C=O>[Cl:24][C:21]1[CH:22]=[CH:23][C:18]([C:5]2[N:6]([C:8]3[CH:9]=[CH:10][C:11]([S:14]([CH3:17])(=[O:16])=[O:15])=[CH:12][CH:13]=3)[CH:7]=[C:3]([CH2:2][C:25]#[N:26])[N:4]=2)=[CH:19][CH:20]=1 |f:1.2|. Procedure: A mixture of 250 mg (0.656 mmole) of 4-chloromethyl-2-(4-chlorophenyl)-1-[4-(methylsulfonyl)phenyl]-1H-imidazole (Example 159, Step 1) and 86 mg (1.3 mmol) of potassium cyanide in 4 ml of dimethylformamide was stirred at 85° C. for 24 hours. An additional 86 mg of potassium cyanide was added, and stirring continued for 8 hours. After cooling, the mixture was partitioned between dichloromethane and water and the aqueous layer further extracted with dichloromethane. The combined organic extracts w... The reactants are FC(C(=O)O)(F)F.C(C1=CC=CC=C1)NC(=O)N(CCC)C1CCNCC1 (4-(N-(N-Benzylcarbamoyl)-N-(prop-1-yl)amino)-piperidine trifluoroacetate), C(=O)[C@H]1CN(C[C@@H]1C1=CC=CC=C1)[C@@H](C(=O)OCC1=CC=C(C=C1)OC)C1CCCCC1 (2-(R)-(3-(R)-formyl-4-(S)-phenyl-pyrrolidin-1-yl)-2-(cyclohexyl)acetic acid, (4-methoxy)benzyl ester). Product: C(C1=CC=CC=C1)NC(=O)N(CCC)C1CCN(CC1)C[C@H]1CN(C[C@@H]1C1=CC=CC=C1)[C@@H](C(=O)O)C1CCCCC1 (2-(R)-(3-(S)-(4-(N-(N-Benzylcarbamoyl)-N-(prop-1-yl)amino)piperidin-1-yl)methyl-4-(S)-phenyl-pyrrolidin-1-yl)-2(cyclohexyl)acetic acid). Yield: 39.8%. As a reaction SMILES: FC(F)(F)C(O)=O.[CH2:8]([NH:15][C:16]([N:18]([CH:22]1[CH2:27][CH2:26][NH:25][CH2:24][CH2:23]1)[CH2:19][CH2:20][CH3:21])=[O:17])[C:9]1[CH:14]=[CH:13][CH:12]=[CH:11][CH:10]=1.[CH:28]([C@@H:30]1[C@@H:34]([C:35]2[CH:40]=[CH:39][CH:38]=[CH:37][CH:36]=2)[CH2:33][N:32]([C@H:41]([CH:54]2[CH2:59][CH2:58][CH2:57][CH2:56][CH2:55]2)[C:42]([O:44]CC2C=CC(OC)=CC=2)=[O:43])[CH2:31]1)=O>>[CH2:8]([NH:15][C:16]([N:18]([CH:22]1[CH2:23][CH2:24][N:25]([CH2:28][C@@H:30]2[C@@H:34]([C:35]3[CH:36]=[CH:37][CH:38]=[CH:39][CH:40]=3)[CH2:33][N:32]([C@H:41]([CH:54]3[CH2:59][CH2:58][CH2:57][CH2:56][CH2:55]3)[C:42]([OH:44])=[O:43])[CH2:31]2)[CH2:26][CH2:27]1)[CH2:19][CH2:20][CH3:21])=[O:17])[C:9]1[CH:10]=[CH:11][CH:12]=[CH:13][CH:14]=1 |f:0.1|. Procedure details: The title compound was prepared from 4-(N-(N-benzylcarbamoyl)-N(prop-1-yl)amino)-piperidine trifluoroacetate (19 mg, 0.048 mmol, from Step A) and 2-(R)-(3-(R)-formyl-4-(S)-phenyl-pyrrolidin-1-yl)-2-(cyclohexyl)acetic acid, 4-(methoxy)benzyl ester (14 mg, 0.028 mmol, Aldehyde 5) according to the method described in Example 1, Step C to give 6.4 mg (40%) of the title compound. ESI-MS: 575.4 (M+H); HPLC A: 2.32 min. The reactants are C1(CCCC1)C=1C=C(C=O)C=CC1OC (3-Cyclopentyl-4-methoxybenzaldehyde), BrC=1C=C2CC(NC2=CC1)=O (5-bromo-2-oxindole). The product is BrC=1C=C2C(C(NC2=CC1)=O)=CC1=CC(=C(C=C1)OC)C1CCCC1 (5-bromo-3-(3-cyclopentyl-4-methoxybenzylidene)-1,3-dihydroindol-2-one). Reaction SMILES: [CH:1]1([C:6]2[CH:7]=[C:8]([CH:11]=[CH:12][C:13]=2[O:14][CH3:15])[CH:9]=O)[CH2:5][CH2:4][CH2:3][CH2:2]1.[Br:16][C:17]1[CH:18]=[C:19]2[C:23](=[CH:24][CH:25]=1)[NH:22][C:21](=[O:26])[CH2:20]2>>[Br:16][C:17]1[CH:18]=[C:19]2[C:23](=[CH:24][CH:25]=1)[NH:22][C:21](=[O:26])[C:20]2=[CH:9][C:8]1[CH:11]=[CH:12][C:13]([O:14][CH3:15])=[C:6]([CH:1]2[CH2:5][CH2:4][CH2:3][CH2:2]2)[CH:7]=1. Procedure details: 3-Cyclopentyl-4-methoxybenzaldehyde was condensed with 5-bromo-2-oxindole to give 0.3 g of 5-bromo-3-(3-cyclopentyl-4-methoxybenzylidene)-1,3-dihydroindol-2-one as a yellow-orange solid. The reactants are Cl.NCC1(CN(CC1)C[C@H](O)C1=C(C2=C(C(OC2)=O)C=C1)C)C1=CC=CC=C1 (5-[(R)-2-[3-(Aminomethyl)-3-phenylpyrrolidin-1-yl]-1-hydroxyethyl}-4-methyl-2-benzofuran-1(3H)-one hydrochloride), Cl.NCC1(CN(CC1)C[C@H](O)C1=C(C2=C(C(OC2)=O)C=C1)C)C1=CC=CC=C1 (5-[(R)-2-[3-(Aminomethyl)-3-phenylpyrrolidin-1-yl]-1-hydroxyethyl}-4-methyl-2-benzofuran-1(3H)-one hydrochloride), ClC1=CC=C(C=N1)C#N (6-chloropyridine-3-carbonitrile). Yields the product O[C@@H](CN1CC(CC1)(C)CNC1=NC=C(C#N)C=C1)C=1C(=C2COC(C2=CC1)=O)C (6-((1-((R)-2-Hydroxy-2-(4-methyl-1-oxo-1,3-dihydroisobenzofuran-5-yl)ethyl)-3-methylpyrrolidin-3-yl)methylamino)nicotinonitrile). Reaction SMILES: Cl.[NH2:2][CH2:3][C:4]1([C:23]2C=CC=CC=2)[CH2:8][CH2:7][N:6]([CH2:9][C@@H:10]([C:12]2[CH:21]=[CH:20][C:15]3[C:16](=[O:19])[O:17][CH2:18][C:14]=3[C:13]=2[CH3:22])[OH:11])[CH2:5]1.Cl[C:30]1[N:35]=[CH:34][C:33]([C:36]#[N:37])=[CH:32][CH:31]=1>>[OH:11][C@H:10]([C:12]1[C:13]([CH3:22])=[C:14]2[C:15](=[CH:20][CH:21]=1)[C:16](=[O:19])[O:17][CH2:18]2)[CH2:9][N:6]1[CH2:7][CH2:8][C:4]([CH2:3][NH:2][C:30]2[CH:31]=[CH:32][C:33]([C:36]#[N:37])=[CH:34][N:35]=2)([CH3:23])[CH2:5]1 |f:0.1|. Reported procedure: 6-((1-((R)-2-Hydroxy-2-(4-methyl-1-oxo-1,3-dihydroisobenzofuran-5-yl)ethyl)-3-methylpyrrolidin-3-yl)methylamino)nicotinonitrile was prepared in a similar fashion to that described for the synthesis of EXAMPLE 18 starting from 5-[(R)-2-[3-(Aminomethyl)-3-phenylpyrrolidin-1-yl]-1-hydroxyethyl}-4-methyl-2-benzofuran-1(3H)-one hydrochloride [INTERMEDIATE 15] and 6-chloropyridine-3-carbonitrile. Starting materials: CCO, COc1cccc(CCC(N=[N+]=[N-])c2ccccc2)c1. Yields the product COc1cccc(CCC(N)c2ccccc2)c1. As a reaction SMILES: [CH3:21][CH2:22][OH:23].[N:1](=[N+:2]=[N-:3])[CH:4]([CH2:5][CH2:6][c:7]1[cH:8][c:9]([O:13][CH3:14])[cH:10][cH:11][cH:12]1)[c:15]1[cH:16][cH:17][cH:18][cH:19][cH:20]1>>[NH2:1][CH:4]([CH2:5][CH2:6][c:7]1[cH:8][c:9]([O:13][CH3:14])[cH:10][cH:11][cH:12]1)[c:15]1[cH:16][cH:17][cH:18][cH:19][cH:20]1. The yield is 72.1%. Starting materials: FC=1C=C(C=CC1N1CCNCC1)N1C(O[C@H](C1)CNC(C)=O)=O ((S)-N-[[3-[3-fluoro-4-(1-piperazinyl)phenyl]-2-oxo-5oxazolidinyl]methyl]acetamide), Cl.ClCCN1CCCCC1 (1-(2-chloroethyl)piperidine monohydrochloride), C([O-])([O-])=O.[K+].[K+] (potassium carbonate). Run in C(C)#N (acetonitrile). Yields the product FC=1C=C(C=CC1N1CCN(CC1)CCN1CCCCC1)N1C(O[C@H](C1)CNC(C)=O)=O ((S)-N-[[3-[3-fluoro-4-[4-[2-(1-piperidinyl)ethyl]-1-piperazinyl]phenyl]-2-oxo-5-oxazolidinyl]methyl]acetamide). Reaction SMILES: [F:1][C:2]1[CH:3]=[C:4]([N:14]2[CH2:18][C@H:17]([CH2:19][NH:20][C:21](=[O:23])[CH3:22])[O:16][C:15]2=[O:24])[CH:5]=[CH:6][C:7]=1[N:8]1[CH2:13][CH2:12][NH:11][CH2:10][CH2:9]1.Cl.Cl[CH2:27][CH2:28][N:29]1[CH2:34][CH2:33][CH2:32][CH2:31][CH2:30]1.C(=O)([O-])[O-].[K+].[K+]>C(#N)C>[F:1][C:2]1[CH:3]=[C:4]([N:14]2[CH2:18][C@H:17]([CH2:19][NH:20][C:21](=[O:23])[CH3:22])[O:16][C:15]2=[O:24])[CH:5]=[CH:6][C:7]=1[N:8]1[CH2:13][CH2:12][N:11]([CH2:27][CH2:28][N:29]2[CH2:34][CH2:33][CH2:32][CH2:31][CH2:30]2)[CH2:10][CH2:9]1 |f:1.2,3.4.5|. Reported procedure: A mixture of (S)-N-[[3-[3-fluoro-4-(1-piperazinyl)phenyl]-2-oxo-5oxazolidinyl]methyl]acetamide (0.200 g, 0.595 mmol), 1-(2-chloroethyl)piperidine monohydrochloride (0.131 g, 0.714 mmol) and potassium carbonate (0.493 g, 3.57 mmol) in acetonitrile (12 mL) was heated to reflux for 1.0 h. The reaction mixture was cooled to ambient temperature and concentrated in vacuo. The residue was triturated with dichloromethane, the solids filtered off, and the filtrate concentrated in vacuo to give the crude ... Starting materials: anhydride, NC1=CC=CC=C1 (aniline), ClC=1C=C(C(C(=O)O)=CC1)C(=O)O (4-chlorophthalic acid). The solvent is C=1(C(=CC=CC1)C)C (xylene), C=1(C(=CC=CC1)C)C (xylene). Run at temperature 5 celsius. Yields the product ClC=1C=C2C(C(=O)N(C2=O)C2=CC=CC=C2)=CC1 (4-chloro-N-phenyl phthalimide). RXN SMILES: [NH2:1][C:2]1[CH:7]=[CH:6][CH:5]=[CH:4][CH:3]=1.[Cl:8][C:9]1[CH:10]=[C:11]([C:18](O)=[O:19])[C:12](=[CH:16][CH:17]=1)[C:13](O)=[O:14]>C1(C)C(C)=CC=CC=1>[Cl:8][C:9]1[CH:10]=[C:11]2[C:18](=[O:19])[N:1]([C:2]3[CH:7]=[CH:6][CH:5]=[CH:4][CH:3]=3)[C:13](=[O:14])[C:12]2=[CH:16][CH:17]=1. Procedure: To a suspension of 750 g of monosodium-4-chlorophthalate and 1200 ml water was added 120 ml conc. sulfuric acid. The resulting brown solution was extracted with three 400 ml portions of ether. The combined extracts were treated with carbon black, filtered and the ether distilled. The 4-chlorophthalic acid obtained was dehydrated by heating to 170°C for two hours to give 548 g of anhydride. To a solution of the anhydride in 2250 ml of xylene was added 279 g of aniline diluted with an equal weight... The reactants are Cl.NC1=NN2C(N(C(=C([C@H]2C2=CC=C(C=C2)C#N)C#N)C)C2=CC(=CC=C2)C(F)(F)F)=N1 ((7R)-2-amino-7-(4-cyanophenyl)-5-methyl-4-[3-(trifluoromethyl)phenyl]-4,7-dihydro[1,2,4]triazolo[1,5-a]pyrimidine-6-carbonitrile hydrochloride), N1=CC=CC=C1 (pyridine), FC1(C(C1)(C(=O)Cl)C)F (2,2-difluoro-1-methylcyclopropanecarbonyl chloride). The product is C(#N)C1=C(N(C=2N([C@@H]1C1=CC=C(C=C1)C#N)N=C(N2)NC(=O)C2(C(C2)(F)F)C)C2=CC(=CC=C2)C(F)(F)F)C (N-{(7R)-6-Cyano-7-(4-cyanophenyl)-5-methyl-4-[3-(trifluoromethyl)phenyl]-4,7-dihydro[1,2,4]-triazolo[1,5-a]pyrimidin-2-yl}-2,2-difluoro-1-methylcyclopropanecarboxamide). Run in C1CCOC1 (THF). Procedure details: Under an atmosphere of argon protective gas, (7R)-2-amino-7-(4-cyanophenyl)-5-methyl-4-[3-(trifluoromethyl)phenyl]-4,7-dihydro[1,2,4]triazolo[1,5-a]pyrimidine-6-carbonitrile hydrochloride (30 mg, 66 μmol) was dissolved in abs. pyridine (1.5 ml). At room temperature, a solution of 2,2-difluoro-1-methylcyclopropanecarbonyl chloride (25 mg, 165 μmol, 2.5 eq.) in abs. THF (1 ml) was added in two portions. Once analysis of the reaction by HPLC showed substantial conversion (3 h), the reaction mixture... As a reaction SMILES: Cl.[NH2:2][C:3]1[N:32]=[C:6]2[N:7]([C:22]3[CH:27]=[CH:26][CH:25]=[C:24]([C:28]([F:31])([F:30])[F:29])[CH:23]=3)[C:8]([CH3:21])=[C:9]([C:19]#[N:20])[C@@H:10]([C:11]3[CH:16]=[CH:15][C:14]([C:17]#[N:18])=[CH:13][CH:12]=3)[N:5]2[N:4]=1.N1C=CC=CC=1.[F:39][C:40]1([F:47])[CH2:42][C:41]1([CH3:46])[C:43](Cl)=[O:44]>C1COCC1>[C:19]([C:9]1[C@@H:10]([C:11]2[CH:16]=[CH:15][C:14]([C:17]#[N:18])=[CH:13][CH:12]=2)[N:5]2[N:4]=[C:3]([NH:2][C:43]([C:41]3([CH3:46])[CH2:42][C:40]3([F:47])[F:39])=[O:44])[N:32]=[C:6]2[N:7]([C:22]2[CH:27]=[CH:26][CH:25]=[C:24]([C:28]([F:29])([F:31])[F:30])[CH:23]=2)[C:8]=1[CH3:21])#[N:20] |f:0.1|. Reactants: CC(C)=O, CCO, CCCCC1OC(=O)c2cc(N)ccc21. Product: CCCCC1OC(=O)c2cc(NC(C)C)ccc21. RXN SMILES: [CH3:16][C:17]([CH3:18])=[O:19].[CH3:20][CH2:21][OH:22].[NH2:1][c:2]1[cH:3][cH:4][c:5]2[c:10]([cH:11]1)[C:8](=[O:9])[O:7][CH:6]2[CH2:12][CH2:13][CH2:14][CH3:15]>>[NH:1]([c:2]1[cH:3][cH:4][c:5]2[c:10]([cH:11]1)[C:8](=[O:9])[O:7][CH:6]2[CH2:12][CH2:13][CH2:14][CH3:15])[CH:17]([CH3:16])[CH3:18].